describe an organic reaction: reactants, conditions, products, and yield From a dataset of the Open Reaction Database (ORD), a public repository of structured organic reaction records. The reactants are NC1=NC(=C(C(=N1)Cl)C)OC (2-amino-4-chloro-6-methoxy-5-methylpyrimidine), N(=C=O)S(=O)(=O)C1=C(C(=O)OC)C=CC=C1 (methyl 2-(isocyanatosulfonyl)benzoate). Solvent: C(C)#N (acetonitrile). Run at time 3 hour. Product: ClC1=NC(=NC(=C1C)OC)NC(=O)NS(=O)(=O)C1=C(C(=O)OC)C=CC=C1 (Methyl 2-{[(4-chloro-6-methoxy-5-methylpyrimidin-2-yl)aminocarbonyl]aminosulfonyl}benzoate). As a reaction SMILES: [NH2:1][C:2]1[N:7]=[C:6]([Cl:8])[C:5]([CH3:9])=[C:4]([O:10][CH3:11])[N:3]=1.[N:12]([S:15]([C:18]1[CH:27]=[CH:26][CH:25]=[CH:24][C:19]=1[C:20]([O:22][CH3:23])=[O:21])(=[O:17])=[O:16])=[C:13]=[O:14]>C(#N)C>[Cl:8][C:6]1[C:5]([CH3:9])=[C:4]([O:10][CH3:11])[N:3]=[C:2]([NH:1][C:13]([NH:12][S:15]([C:18]2[CH:27]=[CH:26][CH:25]=[CH:24][C:19]=2[C:20]([O:22][CH3:23])=[O:21])(=[O:17])=[O:16])=[O:14])[N:7]=1. Reported procedure: To 1.0 g of 2-amino-4-chloro-6-methoxy-5-methylpyrimidine in 35 ml of anhydrous acetonitrile, with stirring at ambient temperature, was added 1.5 g of methyl 2-(isocyanatosulfonyl)benzoate. The mixture was stirred for 3 hours, heated to 50° and allowed to cool. The solid precipitate thus obtained was filtered off and washed with 1-chlorobutane. It melted at 204°-205° and showed infrared absorption peaks at 1740, 1710, 1650 and 1510 cm-1, consistent for the above-named product. The reactants are 1589m, 1196m, C(C)OC(=O)C1=C(OC(=C1C(=O)OCC)C1=CC(=CC=C1)[N+](=O)[O-])N (2-amino-5-(3-nitrophenyl)furan-3,4-dicarboxylic acid diethyl ester), C(=O)N (formamide), 1352s, 1429w, 1936w, 3246m, 1721s, 2985w, CN(C)C=O (DMF), 1378s, 1287m, 1234m, 1076m, 3528w, 1482m, 1042s, 1543s, 1323m, C(=O)O (formic acid), 3092m. Solvent: O (H2O). Reaction conditions: time 8 hour. Product: OC=1C2=C(N=CN1)OC(=C2C(=O)N)C2=CC(=CC=C2)[N+](=O)[O-] (4-hydroxy-6-(3-nitrophenyl)furo[2,3-d]pyrimidin-5-carboxylic acid amide). Reaction SMILES: C(O[C:4]([C:6]1[C:10]([C:11]([O:13]CC)=O)=[C:9]([C:16]2[CH:21]=[CH:20][CH:19]=[C:18]([N+:22]([O-:24])=[O:23])[CH:17]=2)[O:8][C:7]=1[NH2:25])=[O:5])C.C[N:27]([CH:29]=O)C.C(O)=O.C([NH2:36])=O>O>[OH:5][C:4]1[C:6]2[C:10]([C:11]([NH2:36])=[O:13])=[C:9]([C:16]3[CH:21]=[CH:20][CH:19]=[C:18]([N+:22]([O-:24])=[O:23])[CH:17]=3)[O:8][C:7]=2[N:25]=[CH:29][N:27]=1. Reported procedure: 72.9 g of 2-amino-5-(3-nitrophenyl)furan-3,4-dicarboxylic acid diethyl ester are stirred for ca. 23 h at 140° C. under N2 in 200 ml of formamide, 100 ml of DMF and 40 ml of 98-100% formic acid. After cooling the solution, the reaction mixture is diluted with H2O, left to stand for 8 h and filtered by suction. The residue is dried in a HV, boiled in 300 ml of acetonitrile, filtered by suction, washed with ice-cold acetonitrile and dried in a HV. This second residue is boiled in 200 ml of methylen... The reactants are ClC1=CC(=NC=2N1N=C(C2S(=O)(=O)C2=CC=C(C=C2)Cl)SC)C (7-chloro-3-(4-chloro-benzenesulphonyl)-5-methyl-2-methylsulphanyl-pyrazolo[1,5-a]pyrimidine), N (NH3). Solvent: CO (MeOH). Yields the product ClC1=CC=C(C=C1)S(=O)(=O)C=1C(=NN2C1N=C(C=C2N)C)SC (3-(4-chloro-benzenesulphonyl)-5-methyl-2-methylsulphanyl-pyrazolo[1,5-a]pyrimidin-7-ylamine). Reaction SMILES: Cl[C:2]1[N:7]2[N:8]=[C:9]([S:21][CH3:22])[C:10]([S:11]([C:14]3[CH:19]=[CH:18][C:17]([Cl:20])=[CH:16][CH:15]=3)(=[O:13])=[O:12])=[C:6]2[N:5]=[C:4]([CH3:23])[CH:3]=1.[NH3:24]>CO>[Cl:20][C:17]1[CH:18]=[CH:19][C:14]([S:11]([C:10]2[C:9]([S:21][CH3:22])=[N:8][N:7]3[C:2]([NH2:24])=[CH:3][C:4]([CH3:23])=[N:5][C:6]=23)(=[O:13])=[O:12])=[CH:15][CH:16]=1. Reported procedure: In an analogous manner to that described in Example 4, from 7-chloro-3-(4-chloro-benzenesulphonyl)-5-methyl-2-methylsulphanyl-pyrazolo[1,5-a]pyrimidine and NH3 in MeOH there was obtained 3-(4-chloro-benzenesulphonyl)-5-methyl-2-methylsulphanyl-pyrazolo[1,5-a]pyrimidin-7-ylamine as colorless crystals, m.p.>230°. Starting materials: [Li]C, C1CCOC1, O=Cc1cncc(C2(O)CCN(CC34CC(c5ccccc53)c3ccccc34)CC2)c1. Yields the product CC(O)c1cncc(C2(O)CCN(CC34CC(c5ccccc53)c3ccccc34)CC2)c1. RXN SMILES: [CH3:32][Li:33].[O:34]1[CH2:35][CH2:36][CH2:37][CH2:38]1.[cH:1]1[cH:2][cH:3][cH:4][c:5]2[c:14]1[C:13]1([CH2:16][N:17]3[CH2:18][CH2:19][C:20]([OH:23])([c:24]4[cH:25][n:26][cH:27][c:28]([CH:30]=[O:31])[cH:29]4)[CH2:21][CH2:22]3)[c:12]3[c:7]([cH:8][cH:9][cH:10][cH:11]3)[CH:6]2[CH2:15]1>>[cH:1]1[cH:2][cH:3][cH:4][c:5]2[c:14]1[C:13]1([CH2:16][N:17]3[CH2:18][CH2:19][C:20]([OH:23])([c:24]4[cH:25][n:26][cH:27][c:28]([CH:30]([OH:31])[CH3:32])[cH:29]4)[CH2:21][CH2:22]3)[c:12]3[c:7]([cH:8][cH:9][cH:10][cH:11]3)[CH:6]2[CH2:15]1.